This data is from the Open Reaction Database (ORD), a public repository of structured organic reaction records. The task is: describe an organic reaction: reactants, conditions, products, and yield Reactants: C1(=CC=CC=C1)C#C (phenylacetylene), C1(=CC=CC=C1)C#C (phenylacetylene), Cl[SiH](Cl)C([Si](Cl)(Cl)Cl)[SiH](Cl)Cl (bis(dichlorosilyl)trichlorosilylmethane), Pt(C2H4)(PPh3)2, Cl[SiH](Cl)C([Si](Cl)(Cl)Cl)[SiH](Cl)Cl (bis(dichlorosilyl)trichlorosilylmethane), Pt(C2H4)(PPh3)2. Solvent: C1=CC=CC=C1 (benzene). Yield: 43.9%. Product: Cl[Si]1(C([Si](C(=C1)C1=CC=CC=C1)(Cl)Cl)[Si](Cl)(Cl)Cl)Cl (1,1,3,3-tetrachloro-2-trichlorosilyl-4-phenyl-1,3-disilacyclopent-4-ene). As a reaction SMILES: [C:1]1([C:7]#[CH:8])[CH:6]=[CH:5][CH:4]=[CH:3][CH:2]=1.[Cl:9][SiH:10]([CH:12]([SiH:17]([Cl:19])[Cl:18])[Si:13]([Cl:16])([Cl:15])[Cl:14])[Cl:11]>C1C=CC=CC=1>[Cl:11][Si:10]1([Cl:9])[CH:8]=[C:7]([C:1]2[CH:6]=[CH:5][CH:4]=[CH:3][CH:2]=2)[Si:17]([Cl:18])([Cl:19])[CH:12]1[Si:13]([Cl:16])([Cl:14])[Cl:15]. Procedure details: Hydrosilation of phenylacetylene with bis(dichlorosilyl)trichlorosilylmethane in the presence of Pt(C2H4)(PPh3)2. Into the same apparatus as described in Example 1 were add 0.99 g of bis(dichlorosilyl)trichlorosilylmethane, 0.101 g of Pt(C2H4)(PPh3)2, and 25 ml of dried benzene forming a mixture. To this mixture at reflux was added 0.32 ml of phenylacetylene over a 10 minute period. The resulting mixture was stirred for an additional 15 hours at reflux temperature and then the solvent removed. T... Conditions: time 15 hour. Reactants: NC=1C=C(C(=CC1)NCCC)C=1OC2=C(N1)C=C1C=CC=CC1=C2 (2-(3-amino-6-propylaminophenyl)naphth[2,3-d]oxazole), C1=CC2=C(C=C1C(=O)O)C(=O)OC2=O (1,2,4-benzenetricarboxylic anhydride). Yields the product O1C(=NC2=C1C=C1C=CC=CC1=C2)C=2C=C(C=CC2NCCC)N2C(C1=CC=C(C=C1C2=O)C(=O)O)=O (2-(3-Naphtho[2,3-d]oxazol-2-yl-4-propylaminophenyl)-1,3-dioxo-2,3-dihydro-1H-isoindole-5-carboxylic acid). RXN SMILES: [NH2:1][C:2]1[CH:3]=[C:4]([C:12]2[O:13][C:14]3[CH:24]=[C:23]4[C:18]([CH:19]=[CH:20][CH:21]=[CH:22]4)=[CH:17][C:15]=3[N:16]=2)[C:5]([NH:8][CH2:9][CH2:10][CH3:11])=[CH:6][CH:7]=1.[CH:25]1[C:30]([C:31]([OH:33])=[O:32])=[CH:29][C:28]2[C:34]([O:36][C:37](=O)[C:27]=2[CH:26]=1)=[O:35]>>[O:13]1[C:14]2[CH:24]=[C:23]3[C:18](=[CH:17][C:15]=2[N:16]=[C:12]1[C:4]1[CH:3]=[C:2]([N:1]2[C:34](=[O:35])[C:28]4[C:27](=[CH:26][CH:25]=[C:30]([C:31]([OH:33])=[O:32])[CH:29]=4)[C:37]2=[O:36])[CH:7]=[CH:6][C:5]=1[NH:8][CH2:9][CH2:10][CH3:11])[CH:19]=[CH:20][CH:21]=[CH:22]3. Reported procedure: Prepared by the method of Example 15f), from 2-(3-amino-6-propylaminophenyl)naphth[2,3-d]oxazole (100 mg, 0.32 mmol) and 1,2,4-benzenetricarboxylic anhydride (67 mg, 0.35 mmol) the title compound was obtained (97 mg, 62%). 1H NMR (DMSO) δ 8.61(t, 1H), 8.42(dd, 1H), 8.32(m, 2H), 8.19(m, 2H), 8.11–8.05(m, 3H), 7.51(m, 3H), 7.05(d, 1H), 3.39(q, 2H), 1.79(m, 2H), 1.10(t, 3H). MS 490.0 m/z (M−H)−.